Dataset: the Open Reaction Database (ORD), a public repository of structured organic reaction records. Task: describe an organic reaction: reactants, conditions, products, and yield The reactants are FB(F)F, CC(=O)OCC1OC(OC(C)=O)C(OC(C)=O)C(OC(C)=O)C1OC(C)=O, CCOCC, ClCCl, Oc1cccc2occ(CCc3ccccc3)c12. The product is CC(=O)OCC1OC(Oc2cccc3occ(CCc4ccccc4)c23)C(OC(C)=O)C(OC(C)=O)C1OC(C)=O. Reaction SMILES: [B:51]([F:52])([F:53])[F:54].[C:19]([O:20][CH:23]1[CH:24]([O:25][C:26]([CH3:27])=[O:28])[CH:29]([O:30][C:31]([CH3:32])=[O:33])[CH:34]([O:35][C:36]([CH3:37])=[O:38])[CH:39]([CH2:41][O:42][C:43]([CH3:44])=[O:45])[O:40]1)(=[O:21])[CH3:22].[CH2:46]([O:47][CH2:48][CH3:49])[CH3:50].[Cl:55][CH2:56][Cl:57].[OH:1][c:2]1[cH:3][cH:4][cH:5][c:6]2[c:7]1[c:8]([CH2:11][CH2:12][c:13]1[cH:14][cH:15][cH:16][cH:17][cH:18]1)[cH:9][o:10]2>>[O:1]([c:2]1[cH:3][cH:4][cH:5][c:6]2[c:7]1[c:8]([CH2:11][CH2:12][c:13]1[cH:14][cH:15][cH:16][cH:17][cH:18]1)[cH:9][o:10]2)[CH:23]1[CH:24]([O:25][C:26]([CH3:27])=[O:28])[CH:29]([O:30][C:31]([CH3:32])=[O:33])[CH:34]([O:35][C:36]([CH3:37])=[O:38])[CH:39]([CH2:41][O:42][C:43]([CH3:44])=[O:45])[O:40]1. Reported procedure: The reaction of N-methyl-N'-[2-(5-thiazolylmethylthio)ethyl]thiourea with lead cyanamide by the procedure of Example 3(b) gives the title compound. The reactants are CNC(=S)NCCSCC1=CN=CS1 (N-methyl-N'-[2-(5-thiazolylmethylthio)ethyl]thiourea), N#CN.[Pb] (lead cyanamide). Reaction SMILES: [CH3:1][NH:2][C:3]([NH:5][CH2:6][CH2:7][S:8][CH2:9][C:10]1[S:14][CH:13]=[N:12][CH:11]=1)=S.[N:15]#[C:16][NH2:17].[Pb]>>[C:16]([NH:17][C:3]([NH:2][CH3:1])=[N:5][CH2:6][CH2:7][S:8][CH2:9][C:10]1[S:14][CH:13]=[N:12][CH:11]=1)#[N:15] |f:1.2,^3:17|. Product: C(#N)NC(=NCCSCC1=CN=CS1)NC (N-Cyano-N'-methyl-N"-[2-(5-thiazolylmethylthio)ethyl]guanidine). Reactants: CCO, CN(C)c1nc(-c2ccc([N+](=O)[O-])cc2)cs1, Cl, [Fe]. Product: CN(C)c1nc(-c2ccc(N)cc2)cs1. RXN SMILES: [CH3:19][CH2:20][OH:21].[CH3:2][N:3]([c:4]1[s:5][cH:6][c:7](-[c:9]2[cH:10][cH:11][c:12]([N+:15]([O-:16])=[O:17])[cH:13][cH:14]2)[n:8]1)[CH3:18].[ClH:1].[Fe:22]>>[CH3:2][N:3]([c:4]1[s:5][cH:6][c:7](-[c:9]2[cH:10][cH:11][c:12]([NH2:15])[cH:13][cH:14]2)[n:8]1)[CH3:18]. Reported procedure: The 5-chloropentanenitrile (5.68 g, 48.3 mmol) and thiourea (4.04 g, 53.1 mmol) are mixed in 40 ml of water. The mixture is heated to reflux for 3 to 4 hours. The reaction mixture is evaporated and 20 ml of ethanol are added and then evaporated as well. This is repeated three times. After that, 10 ml of methanol and 30 ml of acetone are added and the mixture is stirred for one hour. The crystalline material is filtered and the product is dried under high vacuum overnight to yield S-(4-cyanobutyl... Starting materials: ClCCCCC#N (5-chloropentanenitrile), NC(=S)N (thiourea). Product: Cl.C(#N)CCCCSC(N)=N (S-(4-cyanobutyl)isothiourea hydrochloride). Run at time 1 hour. As a reaction SMILES: [Cl:1][CH2:2][CH2:3][CH2:4][CH2:5][C:6]#[N:7].[NH2:8][C:9]([NH2:11])=[S:10]>O>[ClH:1].[C:6]([CH2:5][CH2:4][CH2:3][CH2:2][S:10][C:9](=[NH:8])[NH2:11])#[N:7] |f:3.4|. Run in O (water). The reactants are COC1=CC=C(C=C1)[C@@]12[C@@H](CN(CC1)C)C1=C(O2)C=CC=C1 (cis-1,2,3,4,4a,9b-hexahydro-4a-(4-methoxyphenyl)-2-methyl-benzofuro[3,2-c]pyridine), C[S-].[Li+] (lithium thiomethoxide), Cl (HCl). The solvent is O (water), CN(P(=O)(N(C)C)N(C)C)C (hexamethylphosphoramide). The product is OC1=CC=C(C=C1)[C@@]12[C@@H](CN(CC1)C)C1=C(O2)C=CC=C1 (cis-1,2,3,4,4a,9b-Hexahydro-4a-(4-hydroxyphenyl)-2-methyl-benzofuro[3,2-c]-pyridine). Isolated yield 84.0%. RXN SMILES: C[O:2][C:3]1[CH:8]=[CH:7][C:6]([C@@:9]23[O:18][C:17]4[CH:19]=[CH:20][CH:21]=[CH:22][C:16]=4[C@@H:10]2[CH2:11][N:12]([CH3:15])[CH2:13][CH2:14]3)=[CH:5][CH:4]=1.C[S-].[Li+].Cl>CN(C)P(N(C)C)(N(C)C)=O.O>[OH:2][C:3]1[CH:4]=[CH:5][C:6]([C@@:9]23[O:18][C:17]4[CH:19]=[CH:20][CH:21]=[CH:22][C:16]=4[C@@H:10]2[CH2:11][N:12]([CH3:15])[CH2:13][CH2:14]3)=[CH:7][CH:8]=1 |f:1.2|. Procedure details: A mixture of 3.46 g of cis-1,2,3,4,4a,9b-hexahydro-4a-(4-methoxyphenyl)-2-methyl-benzofuro[3,2-c]pyridine and 3.57 g of lithium thiomethoxide in 30 ml of dry hexamethylphosphoramide was heated under a drying tube at 140° for 41/2 hours. The reaction mixture was diluted with 350 ml of water, and the pH was adjusted to 7 by slow addition of 2N HCl with stirring. As the pH reached neutral, the product precipitated out. The mixture was cooled to 0° and stirred for 30 minutes. The precipitated materi... Reactants: FC=1C(NC(NC1)=O)=O (5-fluorouracil), CS(=O)C (dimethyl sulfoxide), C1(=CC=CC=C1)N=C=O (phenyl isocyanate). Solvent: C(C)O (ethanol). Run at time 1 hour. The product is FC=1C(N(C(N(C1)C1=CC=CC=C1)=O)C(N)=O)=O (5-fluoro-1-phenyl carbamoyluracil). Isolated yield 81.4%. RXN SMILES: [F:1][C:2]1[C:3](=[O:9])[NH:4][C:5](=[O:8])[NH:6][CH:7]=1.CS(C)=O.[C:14]1([N:20]=[C:21]=[O:22])[CH:19]=[CH:18][CH:17]=[CH:16][CH:15]=1>C(O)C>[F:1][C:2]1[C:3](=[O:9])[N:4]([C:5](=[O:8])[NH2:6])[C:21](=[O:22])[N:20]([C:14]2[CH:19]=[CH:18][CH:17]=[CH:16][CH:15]=2)[CH:7]=1. Reported procedure: 10.4 g. (0.08 mole) of 5-fluorouracil was dissolved in 100 ml. of dimethyl sulfoxide, then 14.3 g. (0.12 mole) of phenyl isocyanate was added thereto and stirred at room temperature for 1 hour. The milky reaction mixture was filtered off and a fine precipitate was obtained. The precipitate was suspended in hot ethanol and again filtered. There was obtained 16.2 g. (81.4% yield) of 5-fluoro-1-phenyl carbamoyluracil melting at 280° C. Yields the product Cc1ccc(S(=O)(=O)n2cc(Br)c3c(Cl)ncnc32)cc1. Reaction SMILES: [Br:1][c:2]1[cH:3][nH:4][c:5]2[n:6][cH:7][n:8][c:9]([Cl:11])[c:10]12.[CH3:25][C:26](=[O:27])[CH3:28].[Na+:24].[OH-:23].[c:12]1([CH3:22])[cH:13][cH:14][c:15]([S:18](=[O:19])(=[O:20])[Cl:21])[cH:16][cH:17]1>>[Br:1][c:2]1[cH:3][n:4]([S:18]([c:15]2[cH:14][cH:13][c:12]([CH3:22])[cH:17][cH:16]2)(=[O:19])=[O:20])[c:5]2[n:6][cH:7][n:8][c:9]([Cl:11])[c:10]12. The reactants are Clc1ncnc2[nH]cc(Br)c12, CC(C)=O, [Na+], [OH-], Cc1ccc(S(=O)(=O)Cl)cc1.